Dataset: the Open Reaction Database (ORD), a public repository of structured organic reaction records. Task: describe an organic reaction: reactants, conditions, products, and yield The reactants are N(=[N+]=[N-])CC1=NN=C2N1N=C(C=N2)C2=CC=CC=C2 (3-(azidomethyl)-6-phenyl-[1,2,4]triazolo[4,3-b][1,2,4]triazine), C1CCOC1 (THF), C1(=CC=CC=C1)P(C1=CC=CC=C1)C1=CC=CC=C1 (Triphenylphosphine), O (water). Product: C1(=CC=CC=C1)C=1C=NC=2N(N1)C(=NN2)CN ((6-phenyl-[1,2,4]triazolo[4,3-b][1,2,4]triazin-3-yl)methanamine). Reaction SMILES: [N:1]([CH2:4][C:5]1[N:9]2[N:10]=[C:11]([C:14]3[CH:19]=[CH:18][CH:17]=[CH:16][CH:15]=3)[CH:12]=[N:13][C:8]2=[N:7][N:6]=1)=[N+]=[N-].C1COCC1.C1(P(C2C=CC=CC=2)C2C=CC=CC=2)C=CC=CC=1.O>>[C:14]1([C:11]2[CH:12]=[N:13][C:8]3[N:9]([C:5]([CH2:4][NH2:1])=[N:6][N:7]=3)[N:10]=2)[CH:15]=[CH:16][CH:17]=[CH:18][CH:19]=1. Reported procedure: A 50 mL RB flask was charged with 3-(azidomethyl)-6-phenyl-[1,2,4]triazolo[4,3-b][1,2,4]triazine (0.3492 g, 1.38 mmol) and THF (14.0 ml, 171 mmol), resulting in a dark brown solution. Triphenylphosphine (0.545 g, 2.08 mmol) and water (0.0998 ml, 5.54 mmol) were added, and the flask was placed in a 65° C. oil bath for 2 hours. The reaction mixture was concentrated to give a thick brown oil, which was purified by column chromatography using an 80 g ISCO column, eluting with a gradient of 5% MeOH (...